Dataset: the Open Reaction Database (ORD), a public repository of structured organic reaction records. Task: describe an organic reaction: reactants, conditions, products, and yield Starting materials: CC=1NC(=C(C(C1C(=O)OCC)C1=C(C=CC=C1)Cl)C(=O)OCC)C(OCC)OCC (diethyl 2-methyl-4-(2-chlorophenyl)-6-diethoxymethyl-1,4-dihydropyridine-3,5-dicarboxylate), Cl (hydrochloric acid). Solvent: CC(=O)C (acetone). Yields the product CC=1NC(=C(C(C1C(=O)OCC)C1=C(C=CC=C1)Cl)C(=O)OCC)C=O (diethyl 2-methyl-4-(2-chlorophenyl)-6-formyl-1,4-dihydropyridine-3,5-dicarboxylate). As a reaction SMILES: [CH3:1][C:2]1[NH:3][C:4]([CH:25](OCC)[O:26]CC)=[C:5]([C:20]([O:22][CH2:23][CH3:24])=[O:21])[CH:6]([C:13]2[CH:18]=[CH:17][CH:16]=[CH:15][C:14]=2[Cl:19])[C:7]=1[C:8]([O:10][CH2:11][CH3:12])=[O:9].Cl>CC(C)=O>[CH3:1][C:2]1[NH:3][C:4]([CH:25]=[O:26])=[C:5]([C:20]([O:22][CH2:23][CH3:24])=[O:21])[CH:6]([C:13]2[CH:18]=[CH:17][CH:16]=[CH:15][C:14]=2[Cl:19])[C:7]=1[C:8]([O:10][CH2:11][CH3:12])=[O:9]. Procedure: To a solution of diethyl 2-methyl-4-(2-chlorophenyl)-6-diethoxymethyl-1,4-dihydropyridine-3,5-dicarboxylate (452 mg) in acetone (5 ml) was added 6N-hydrochloric acid (0.2 to 0.3 ml) and stirred at room temperature for an hour. After removing acetone, the residue was extracted with ethyl acetate twice and the extract was washed with water and dried. The solvent was removed from the extract to give diethyl 2-methyl-4-(2-chlorophenyl)-6-formyl-1,4-dihydropyridine-3,5-dicarboxylate. The product was ... Reactants: Cl.Cl.C(CCC)C=1N=NC(=C(C1C1=CC=C(C=C1)OC1CCCCC1)C(F)(F)F)OC1CCNCC1 (3-butyl-4-(4-cyclohexyloxy-phenyl)-6-(piperidin-4-yloxy)-5-trifluoromethyl-pyridazine dihydrochloride), C=O (formaldehyde), C(C)(=O)O[BH-](OC(C)=O)OC(C)=O (triacetoxyborohydride). Solvent: C(Cl)Cl (DCM). Conditions: time 12 hour. Yields the product C(CCC)C=1N=NC(=C(C1C1=CC=C(C=C1)OC1CCCCC1)C(F)(F)F)OC1CCN(CC1)C (3-butyl-4-(4-cyclohexyloxy-phenyl)-6-(1-methyl-piperidin-4-yloxy)-5-trifluoromethyl-pyridazine). Reaction SMILES: Cl.Cl.[CH2:3]([C:7]1[N:8]=[N:9][C:10]([O:30][CH:31]2[CH2:36][CH2:35][NH:34][CH2:33][CH2:32]2)=[C:11]([C:26]([F:29])([F:28])[F:27])[C:12]=1[C:13]1[CH:18]=[CH:17][C:16]([O:19][CH:20]2[CH2:25][CH2:24][CH2:23][CH2:22][CH2:21]2)=[CH:15][CH:14]=1)[CH2:4][CH2:5][CH3:6].C=O.[C:39](O[BH-](OC(=O)C)OC(=O)C)(=O)C>C(Cl)Cl>[CH2:3]([C:7]1[N:8]=[N:9][C:10]([O:30][CH:31]2[CH2:36][CH2:35][N:34]([CH3:39])[CH2:33][CH2:32]2)=[C:11]([C:26]([F:28])([F:27])[F:29])[C:12]=1[C:13]1[CH:14]=[CH:15][C:16]([O:19][CH:20]2[CH2:21][CH2:22][CH2:23][CH2:24][CH2:25]2)=[CH:17][CH:18]=1)[CH2:4][CH2:5][CH3:6] |f:0.1.2|. Reported procedure: To a solution of 3-butyl-4-(4-cyclohexyloxy-phenyl)-6-(piperidin-4-yloxy)-5-trifluoromethyl-pyridazine dihydrochloride (0.14 mmol, 0.075 g) and aqueous formaldehyde (37%, 0.68 mmol, 0.070 mL) in dry DCM (1.2 mL) was added macroporous resin-bound triacetoxyborohydride (loading 2.36 mmol/gram, 0.82 mmol, 0.35 g). The mixture was shaken for 12 hours. The reaction was filtered and the resin was washed with DCM (10 mL). The solvent was removed under reduced pressure. The crude product was purified on... Reaction SMILES: [CH3:1][c:2]1[c:3]([NH2:17])[c:4]([CH3:16])[cH:5][c:6]([O:8][CH2:9][c:10]2[cH:11][cH:12][cH:13][cH:14][cH:15]2)[cH:7]1.[CH3:23][c:24]1[cH:25][cH:26][cH:27][cH:28][cH:29]1.[Cl:18][CH2:19][C:20](=[O:21])[Cl:22]>>[CH3:1][c:2]1[c:3]([NH:17][C:20]([CH2:19][Cl:18])=[O:21])[c:4]([CH3:16])[cH:5][c:6]([O:8][CH2:9][c:10]2[cH:11][cH:12][cH:13][cH:14][cH:15]2)[cH:7]1. Reactants: Cc1cc(OCc2ccccc2)cc(C)c1N, Cc1ccccc1, O=C(Cl)CCl. Product: Cc1cc(OCc2ccccc2)cc(C)c1NC(=O)CCl. Reactants: [OH-].[Na+] (NaOH), alcohol, C(C)OC(C1=CC(=C(C(=C1)OC)OCC1=NC(=C(N=C1C)C)C)OC)=O (4-((3,5,6-trimethylpyrazine-2-yl)methoxyl)-3,5-dimethoxybenzoic acid ethyl ester), V(petroleum ether), V(ethyl acetate). Solvent: O (water). The product is CC=1C(=NC(=C(N1)C)C)COC1=C(C=C(C(=O)O)C=C1OC)OC (4-((3,5,6-trimethylpyrazine-2-yl)methoxyl)-3,5-dimethoxybenzoic acid). Isolated yield 95.4%. RXN SMILES: [OH-].[Na+].C([O:5][C:6](=[O:28])[C:7]1[CH:12]=[C:11]([O:13][CH3:14])[C:10]([O:15][CH2:16][C:17]2[C:22]([CH3:23])=[N:21][C:20]([CH3:24])=[C:19]([CH3:25])[N:18]=2)=[C:9]([O:26][CH3:27])[CH:8]=1)C>O>[CH3:23][C:22]1[C:17]([CH2:16][O:15][C:10]2[C:9]([O:26][CH3:27])=[CH:8][C:7]([C:6]([OH:28])=[O:5])=[CH:12][C:11]=2[O:13][CH3:14])=[N:18][C:19]([CH3:25])=[C:20]([CH3:24])[N:21]=1 |f:0.1|. Procedure: Adding water (20 mL), NaOH (0.14 g, 3.5 mmol) into a 100 mL round-bottom flask, stirring to dissolve, then adding 95% alcohol (20 mL), 4-((3,5,6-trimethylpyrazine-2-yl)methoxyl)-3,5-dimethoxybenzoic acid ethyl ester (1.00 g, 2.8 mmol), stifling under room temperature to react for 4 hours, TLC [V(petroleum ether):V(ethyl acetate)=3:1 as developing agent] detecting shows that reaction is complete, (Rf of raw material=0.5, Rf of product=0), distilling out the alcohol under reduced pressure, adjusti... The reactants are O.O.O.[N+](=O)(O)[O-] (nitrate trihydrate), C(C)(=O)OC1C2CCC(CC2CC1)=O (7-acetoxybicyclo[4,3,0]nonan-3-one). The solvent is C(C)(=O)O (acetic acid). Product: C(C)(=O)OC1C2CCC(C2CC1)C(=O)O (6-acetoxy-2-carboxybicyclo[3,3,0]octane). Isolated yield 12.2%. As a reaction SMILES: [OH2:1].O.O.[N+]([O-])(O)=O.[C:8]([O:11][CH:12]1[CH2:20][CH2:19][CH:18]2[CH:13]1[CH2:14][CH2:15][C:16](=[O:21])[CH2:17]2)(=[O:10])[CH3:9]>C(O)(=O)C>[C:8]([O:11][CH:12]1[CH2:20][CH2:19][CH:18]2[CH:13]1[CH2:14][CH2:15][CH:17]2[C:16]([OH:21])=[O:1])(=[O:10])[CH3:9] |f:0.1.2.3|. Procedure: Thallic nitrate trihydrate (133 g) was added to a stirred solution of 7-acetoxybicyclo[4,3,0]nonan-3-one (57 g; prepared as described in Reference Example 4) in glacial acetic acid (290 ml). After 30 minutes the resulting solid was filtered off and the filtrate was heated at reflux for 30 minutes. The acetic acid was distilled off under reduced pressure and the residue was neutralised by treatment with aqueous sodium hydroxide solution to pH 5 and then with aqueous sodium bicarbonate solution to...